From a dataset of the Open Reaction Database (ORD), a public repository of structured organic reaction records. describe an organic reaction: reactants, conditions, products, and yield Starting materials: C(c1cnc(cc1[Cl])[Cl])=O, CC1=CN=C(C=C1)N, [C-]#[N+]C1CCCCC1. The reagents and catalysts are O=C(O)C(F)(F)F (trifluoroacetic acid). The solvent is CC(C)O (isopropyl alcohol), CC(C)O (isopropylalcohol). Reaction conditions: temperature 22 celsius, time 20 hour. Product: Cc1ccc2nc(c3cnc(cc3[Cl])[Cl])c(NC3CCCCC3)n2c1. Yield: 30.3%. RXN SMILES: CC1=CC=C(N)N=C1.[C-]#[N+]C1CCCCC1.ClC1=NC=C(C=O)C(Cl)=C1>>CC1=CN2C(C=C1)=NC(=C2NC1CCCCC1)C1=C(Cl)C=C(Cl)N=C1.